Task: describe an organic reaction: reactants, conditions, products, and yield. Dataset: the Open Reaction Database (ORD), a public repository of structured organic reaction records The reactants are C(C)OC(CCCOC1=C(C(=CC=C1)CCCCCCBr)CCC(=O)OCC)=O (4-[3-(6-bromo-hexyl)-2-(2-ethoxycarbonyl-ethyl)-phenoxy]-butyric acid ethyl ester), BrC=1C=C(C=C(C1)S(=O)(=O)CCC)O (3-bromo-5-(propane-1-sulfonyl)-phenol), C([O-])([O-])=O.[K+].[K+] (potassium carbonate). Product: C(C)OC(CCCOC1=C(C(=CC=C1)CCCCCCOC1=CC(=CC(=C1)S(=O)(=O)CCC)Br)CCC(=O)OCC)=O (4-[3-{6-[3-bromo-5-(propane-1-sulfonyl)-phenoxy]-hexyl}-2-(2-ethoxycarbonyl-ethyl)-phenoxy]-butyric acid ethyl ester). Yield: 96.8%. As a reaction SMILES: [CH2:1]([O:3][C:4](=[O:29])[CH2:5][CH2:6][CH2:7][O:8][C:9]1[CH:14]=[CH:13][CH:12]=[C:11]([CH2:15][CH2:16][CH2:17][CH2:18][CH2:19][CH2:20]Br)[C:10]=1[CH2:22][CH2:23][C:24]([O:26][CH2:27][CH3:28])=[O:25])[CH3:2].[Br:30][C:31]1[CH:32]=[C:33]([OH:43])[CH:34]=[C:35]([S:37]([CH2:40][CH2:41][CH3:42])(=[O:39])=[O:38])[CH:36]=1.C(=O)([O-])[O-].[K+].[K+]>>[CH2:1]([O:3][C:4](=[O:29])[CH2:5][CH2:6][CH2:7][O:8][C:9]1[CH:14]=[CH:13][CH:12]=[C:11]([CH2:15][CH2:16][CH2:17][CH2:18][CH2:19][CH2:20][O:43][C:33]2[CH:34]=[C:35]([S:37]([CH2:40][CH2:41][CH3:42])(=[O:39])=[O:38])[CH:36]=[C:31]([Br:30])[CH:32]=2)[C:10]=1[CH2:22][CH2:23][C:24]([O:26][CH2:27][CH3:28])=[O:25])[CH3:2] |f:2.3.4|. Procedure: A similar procedure as described in Example 40, step 6 was used, starting from 4-[3-(6-bromo-hexyl)-2-(2-ethoxycarbonyl-ethyl)-phenoxy]-butyric acid ethyl ester (2.14 g, 4.53 mmol), 3-bromo-5-(propane-1-sulfonyl)-phenol (1.15 g, 4.12 mmol), and potassium carbonate (1.14 g, 8.24 mmol) to afford 4-[3-{6-[3-bromo-5-(propane-1-sulfonyl)-phenoxy]-hexyl}-2-(2-ethoxycarbonyl-ethyl)-phenoxy]-butyric acid ethyl ester (2.67 g, 97%) as a colorless viscous oil: ES(+)-HRMS m/e calcd for C32H45BrO8S (M+Na)+ 6... Starting materials: [I-].[K+] (potassium iodide), ClCC=1SC=CC1 (2-Chloromethylthiophene), N(=O)N1CCNCC1 (N-nitrosopiperazine), C([O-])([O-])=O.[K+].[K+] (potassium carbonate). Run in CC(=O)C (acetone), O (water). The product is N(=O)N1CCN(CC1)CC1=CC=CS1 (N-nitroso-N'-2-thenylpiperazine). Yield: 91.5%. Reaction SMILES: Cl[CH2:2][C:3]1[S:4][CH:5]=[CH:6][CH:7]=1.[N:8]([N:10]1[CH2:15][CH2:14][NH:13][CH2:12][CH2:11]1)=[O:9].C(=O)([O-])[O-].[K+].[K+].[I-].[K+]>O.CC(C)=O>[N:8]([N:10]1[CH2:15][CH2:14][N:13]([CH2:2][C:3]2[S:4][CH:5]=[CH:6][CH:7]=2)[CH2:12][CH2:11]1)=[O:9] |f:2.3.4,5.6|. Procedure: 2-Chloromethylthiophene (prepared as described by F. F. Blicke and J. H. Burkhatter in J. Amer. Chem. Soc., 64, 477, 1947) (5.0 g, 0.038 mole) was added to acetone (100 ml) containing N-nitrosopiperazine (5.4 g, 0.038 mole) (prepared as described in U.S. Pat. No. 2,907,767), anhydrous potassium carbonate (6.0 g, 0.04 mole) and a catalytic amount of potassium iodide (1 small crystal). The mixture was heated under reflux for 3 hours, cooled, treated with water (50 ml) evaporated to 1/3 volume and ... Starting materials: C(C)OC(COC1=CC=C(C=C1)SCC=C(C1=CC=C(C=C1)Cl)C1=CC=C(C=C1)Cl)=O ({4-[3,3-Bis-(4-chlorophenyl)-allylsulfanyl]-phenoxy}-acetic acid ethyl ester), [OH-].[Na+] (NaOH). The solvent is C(C)O (ethanol). Conditions: time 18 hour. Yields the product ClC1=CC=C(C=C1)C(=CCSC1=CC=C(OCC(=O)O)C=C1)C1=CC=C(C=C1)Cl ({4-[3,3-Bis-(4-chloro-phenyl)-allylsulfanyl]-phenoxy}-acetic acid). Reaction SMILES: C([O:3][C:4](=[O:31])[CH2:5][O:6][C:7]1[CH:12]=[CH:11][C:10]([S:13][CH2:14][CH:15]=[C:16]([C:24]2[CH:29]=[CH:28][C:27]([Cl:30])=[CH:26][CH:25]=2)[C:17]2[CH:22]=[CH:21][C:20]([Cl:23])=[CH:19][CH:18]=2)=[CH:9][CH:8]=1)C.[OH-].[Na+]>C(O)C>[Cl:30][C:27]1[CH:26]=[CH:25][C:24]([C:16]([C:17]2[CH:18]=[CH:19][C:20]([Cl:23])=[CH:21][CH:22]=2)=[CH:15][CH2:14][S:13][C:10]2[CH:11]=[CH:12][C:7]([O:6][CH2:5][C:4]([OH:31])=[O:3])=[CH:8][CH:9]=2)=[CH:29][CH:28]=1 |f:1.2|. Procedure details: {4-[3,3-Bis-(4-chlorophenyl)-allylsulfanyl]-phenoxy}-acetic acid ethyl ester (130 mg, 0.27 mmol) was dissolved in warm ethanol (10 ml). 1N NaOH (1 ml) was added at room temperature and the reaction mixture was stirred for 18 h after which it was evaporated. The residue was treated with 1N HCl (1.2 ml) and extracted with ethyl acetate (3×25 ml). The combined organic phases were dried and evaporated to give the title compound in 48 mg (38%) yield. The reactants are BrC(Br)(Br)Br, CC(=CCC1=C(C)CCCC1(C)C)CO, ClCCl, c1ccc(P(c2ccccc2)c2ccccc2)cc1. The product is CC(=CCC1=C(C)CCCC1(C)C)CBr. RXN SMILES: [Br:16][C:17]([Br:18])([Br:19])[Br:20].[CH3:1][C:2]([CH2:3][OH:4])=[CH:5][CH2:6][C:7]1=[C:8]([CH3:15])[CH2:9][CH2:10][CH2:11][C:12]1([CH3:13])[CH3:14].[Cl:40][CH2:41][Cl:42].[c:21]1([P:22]([c:23]2[cH:24][cH:25][cH:26][cH:27][cH:28]2)[c:29]2[cH:30][cH:31][cH:32][cH:33][cH:34]2)[cH:35][cH:36][cH:37][cH:38][cH:39]1>>[CH3:1][C:2]([CH2:3][Br:16])=[CH:5][CH2:6][C:7]1=[C:8]([CH3:15])[CH2:9][CH2:10][CH2:11][C:12]1([CH3:13])[CH3:14]. The reactants are NCC1=NC(=C(C=C1CNC(C1=CC=C(C=C1)C(F)(F)F)=O)C1=C(C=C(C=C1)Cl)Cl)C1=CC=C(C=C1)Cl (N-{[2-(aminomethyl)-6-(4-chlorophenyl)-5-(2,4-dichlorophenyl)pyrid-3-yl]methyl}-4-(trifluoromethyl)benzamide), COCC(=O)Cl (methoxyacetyl chloride). The product is ClC1=CC=C(C=C1)C1=C(C=C(C(=N1)CNC(COC)=O)CNC(C1=CC=C(C=C1)C(F)(F)F)=O)C1=C(C=C(C=C1)Cl)Cl (N-{[6-(4-chlorophenyl)-5-(2,4-dichlorophenyl)-2-{[(methoxyacetyl)amino]methyl}pyrid-3-yl]methyl}-4-(trifluoromethyl)benzamide). Yield: 77.6%. RXN SMILES: [NH2:1][CH2:2][C:3]1[C:8]([CH2:9][NH:10][C:11](=[O:22])[C:12]2[CH:17]=[CH:16][C:15]([C:18]([F:21])([F:20])[F:19])=[CH:14][CH:13]=2)=[CH:7][C:6]([C:23]2[CH:28]=[CH:27][C:26]([Cl:29])=[CH:25][C:24]=2[Cl:30])=[C:5]([C:31]2[CH:36]=[CH:35][C:34]([Cl:37])=[CH:33][CH:32]=2)[N:4]=1.[CH3:38][O:39][CH2:40][C:41](Cl)=[O:42]>>[Cl:37][C:34]1[CH:33]=[CH:32][C:31]([C:5]2[N:4]=[C:3]([CH2:2][NH:1][C:41](=[O:42])[CH2:40][O:39][CH3:38])[C:8]([CH2:9][NH:10][C:11](=[O:22])[C:12]3[CH:13]=[CH:14][C:15]([C:18]([F:20])([F:21])[F:19])=[CH:16][CH:17]=3)=[CH:7][C:6]=2[C:23]2[CH:28]=[CH:27][C:26]([Cl:29])=[CH:25][C:24]=2[Cl:30])=[CH:36][CH:35]=1. Reported procedure: 0.35 g of N-{[6-(4-chlorophenyl)-5-(2,4-dichlorophenyl)-2-{[(methoxyacetyl)amino]methyl}pyrid-3-yl]methyl}-4-(trifluoromethyl)benzamide is prepared from 0.40 g of N-{[2-(aminomethyl)-6-(4-chlorophenyl)-5-(2,4-dichlorophenyl)pyrid-3-yl]methyl}-4-(trifluoromethyl)benzamide and 0.084 g of methoxyacetyl chloride, using a procedure similar to that of step E) of Example 2. Starting materials: CCOC(OCC)C(C)N(Cc1cccc2ccccc12)C(=O)C(N)Cc1ccc(OC(C)(C)C)cc1, O=C(O)CONC(=O)NCc1ccncc1. The product is CCOC(OCC)C(C)N(Cc1cccc2ccccc12)C(=O)C(Cc1ccc(OC(C)(C)C)cc1)NC(=O)CONC(=O)NCc1ccncc1. As a reaction SMILES: [NH2:17][CH:18]([C:19](=[O:20])[N:21]([CH2:22][c:23]1[cH:24][cH:25][cH:26][c:27]2[cH:28][cH:29][cH:30][cH:31][c:32]12)[CH:33]([CH:34]([O:35][CH2:36][CH3:37])[O:38][CH2:39][CH3:40])[CH3:41])[CH2:42][c:43]1[cH:44][cH:45][c:46]([O:49][C:50]([CH3:51])([CH3:52])[CH3:53])[cH:47][cH:48]1.[n:1]1[cH:2][cH:3][c:4]([CH2:7][NH:8][C:9]([NH:10][O:11][CH2:12][C:13](=[O:14])[OH:15])=[O:16])[cH:5][cH:6]1>>[n:1]1[cH:2][cH:3][c:4]([CH2:7][NH:8][C:9]([NH:10][O:11][CH2:12][C:13](=[O:15])[NH:17][CH:18]([C:19](=[O:20])[N:21]([CH2:22][c:23]2[cH:24][cH:25][cH:26][c:27]3[cH:28][cH:29][cH:30][cH:31][c:32]23)[CH:33]([CH:34]([O:35][CH2:36][CH3:37])[O:38][CH2:39][CH3:40])[CH3:41])[CH2:42][c:43]2[cH:44][cH:45][c:46]([O:49][C:50]([CH3:51])([CH3:52])[CH3:53])[cH:47][cH:48]2)=[O:16])[cH:5][cH:6]1.